This data is from the Open Reaction Database (ORD), a public repository of structured organic reaction records. The task is: describe an organic reaction: reactants, conditions, products, and yield Reactants: O=C([O-])[O-], CS(C)=O, Clc1cc(I)ccn1, ClCCl, [Cs+], [Cs+], [I-], O, N#Cc1c[nH]cc1-c1ccccc1. The product is N#Cc1cn(-c2ccnc(Cl)c2)cc1-c1ccccc1. RXN SMILES: [C:15](=[O:16])([O-:17])[O-:18].[CH3:29][S:30]([CH3:31])=[O:32].[Cl:21][c:22]1[n:23][cH:24][cH:25][c:26]([I:28])[cH:27]1.[Cl:33][CH2:34][Cl:35].[Cs+:19].[Cs+:20].[I-:14].[OH2:36].[c:1]1(-[c:7]2[c:8]([C:12]#[N:13])[cH:9][nH:10][cH:11]2)[cH:2][cH:3][cH:4][cH:5][cH:6]1>>[c:1]1(-[c:7]2[c:8]([C:12]#[N:13])[cH:9][n:10](-[c:26]3[cH:25][cH:24][n:23][c:22]([Cl:21])[cH:27]3)[cH:11]2)[cH:2][cH:3][cH:4][cH:5][cH:6]1. Starting materials: FC(C(F)(F)F)(C=1C=C(C=CC1)C(=C)NC(C)=O)F (N-[1-(3-Pentafluoroethyl-phenyl)-vinyl]-acetamide), (+)-1,2-bis((2S,5S)-2,5-diethylphospholano)benzene(cyclooctadiene)rhodium (I) trifluoromethanesulfonate. The solvent is CO (methanol). The product is FC(C(F)(F)F)(C=1C=C(C=CC1)C(C)N)F (1-(3-Pentafluoroethyl-phenyl)-ethylamine). As a reaction SMILES: [F:1][C:2]([F:19])([C:7]1[CH:8]=[C:9]([C:13]([NH:15]C(=O)C)=[CH2:14])[CH:10]=[CH:11][CH:12]=1)[C:3]([F:6])([F:5])[F:4]>CO>[F:1][C:2]([F:19])([C:7]1[CH:8]=[C:9]([CH:13]([NH2:15])[CH3:14])[CH:10]=[CH:11][CH:12]=1)[C:3]([F:4])([F:6])[F:5]. Reported procedure: To a solution of N-[1-(3-Pentafluoroethyl-phenyl)-vinyl]-acetamide (110 mg, 0.39 mmol) in methanol (10 ml) was added (+)-1,2-bis((2S,5S)-2,5-diethylphospholano)benzene(cyclooctadiene)rhodium (I) trifluoromethanesulfonate (0.3 mg). The reaction mixture was hydrogenated with H2 at 5 bar and evaporated. The residue was dissolved in ethanol and hydrochloric acid (6 M, 0.7 ml) and the solution was refluxed for 2 days. Purification by preparative HPLC and lyophilization of the relevant fractions gave ... As a reaction SMILES: [CH:28](=[O:29])[OH:30].[NH2:1][c:2]1[cH:3][c:4]2[c:5]3[c:6]4[c:7]([c:8](-[c:16]5[c:17]([Cl:22])[cH:18][cH:19][cH:20][cH:21]5)[cH:9][c:10]3[n:11]([CH3:15])[c:12]2[cH:13][cH:14]1)[C:23](=[O:27])[NH:24][C:25]4=[O:26]>>[NH:1]([c:2]1[cH:3][c:4]2[c:5]3[c:6]4[c:7]([c:8](-[c:16]5[c:17]([Cl:22])[cH:18][cH:19][cH:20][cH:21]5)[cH:9][c:10]3[n:11]([CH3:15])[c:12]2[cH:13][cH:14]1)[C:23](=[O:27])[NH:24][C:25]4=[O:26])[CH:28]=[O:29]. Product: Cn1c2ccc(NC=O)cc2c2c3c(c(-c4ccccc4Cl)cc21)C(=O)NC3=O. The reactants are O=CO, Cn1c2ccc(N)cc2c2c3c(c(-c4ccccc4Cl)cc21)C(=O)NC3=O.